This data is from the Open Reaction Database (ORD), a public repository of structured organic reaction records. The task is: describe an organic reaction: reactants, conditions, products, and yield Starting materials: C=1C=CC2=C(C1)N=NN2O.CN(C)C(=[N+](C)C)ON1C2=C(C=CC=C2)N=N1.[B-](F)(F)(F)F (HOBT TBTU), C(=O)(OC(C)(C)C)N(CC(=O)N[C@@H](CC(OCC1=CC=CC=C1)=O)C(=O)O)CC (BOC-N(Et)Gly-(L)-Asp(OBzl)—OH), 1.77A, N[C@@H](CC(O)=O)C(=O)O (Asp). Yields the product C(=O)(OC(C)(C)C)N(CC(=O)N[C@@H](CC(OCC1=CC=CC=C1)=O)C(=O)N[C@@H](CC1CCCCC1)C(=O)N)CC (BOC-N(Et)Gly-(L)-Asp(OBzl)-(L)-Cha-NH2). RXN SMILES: C1C=[CH:3][C:4]2[N:9](O)N=[N:7][C:5]=2C=1.CN(C(ON1N=N[C:21]2[CH:22]=[CH:23][CH:24]=[CH:25][C:20]1=2)=[N+](C)C)C.[B-](F)(F)(F)F.[C:33]([N:40]([CH2:60][CH3:61])[CH2:41][C:42]([NH:44][C@H:45]([C:57]([OH:59])=O)[CH2:46][C:47](=[O:56])[O:48][CH2:49][C:50]1[CH:55]=[CH:54][CH:53]=[CH:52][CH:51]=1)=[O:43])([O:35][C:36]([CH3:39])([CH3:38])[CH3:37])=[O:34].N[C@H](C(O)=O)CC(=O)[OH:66]>>[C:33]([N:40]([CH2:60][CH3:61])[CH2:41][C:42]([NH:44][C@H:45]([C:57]([NH:9][C@H:4]([C:5]([NH2:7])=[O:66])[CH2:3][CH:20]1[CH2:21][CH2:22][CH2:23][CH2:24][CH2:25]1)=[O:59])[CH2:46][C:47](=[O:56])[O:48][CH2:49][C:50]1[CH:51]=[CH:52][CH:53]=[CH:54][CH:55]=1)=[O:43])([O:35][C:36]([CH3:38])([CH3:39])[CH3:37])=[O:34] |f:0.1.2|. Reported procedure: As a specific example of the HOBT/TBTU Method, when the general procedure is followed, 10 g (24.5 mmole) of BOC-N(Et)Gly-(L)-Asp(OBzl)—OH is used, then 9.3 g of BOC-N(Et)Gly-(L)-Asp(OBzl)-(L)-Cha-NH2 is prepared (96.1 A % pure, 1.77A % diastereomer at Asp), a 67.7% theoretical yield. The reactants are C(C1=CC=CC=C1)OC(=O)NCCCC[C@H](NC(=O)OC(C)(C)C)C(=O)O ((S)-N6-(benzyloxycarbonyl)-N2-(tert-butyloxycarbonyl)-lysine), C1(CCCCC1)S(=O)(=O)Cl (cyclohexanesulphonyl chloride), N1CCCC1 (pyrrolidine). Product: Cl.N[C@@H](CCCCNS(=O)(=O)C1CCCCC1)C(N1CCCC1)=O ((S)-N-[5-Amino-6-oxo-6-(1-pyrrolidinyl)-hexyl]-cyclohexanesulphonamide Hydrochloride). As a reaction SMILES: C(OC([NH:11][CH2:12][CH2:13][CH2:14][CH2:15][C@@H:16]([C:25]([OH:27])=O)[NH:17]C(OC(C)(C)C)=O)=O)C1C=CC=CC=1.[CH:28]1([S:34]([Cl:37])(=[O:36])=[O:35])[CH2:33][CH2:32][CH2:31][CH2:30][CH2:29]1.[NH:38]1[CH2:42][CH2:41][CH2:40][CH2:39]1>>[ClH:37].[NH2:17][C@H:16]([C:25](=[O:27])[N:38]1[CH2:42][CH2:41][CH2:40][CH2:39]1)[CH2:15][CH2:14][CH2:13][CH2:12][NH:11][S:34]([CH:28]1[CH2:33][CH2:32][CH2:31][CH2:30][CH2:29]1)(=[O:36])=[O:35] |f:3.4|. Procedure details: Starting from (S)-N6-(benzyloxycarbonyl)-N2-(tert-butyloxycarbonyl)-lysine, cyclohexanesulphonyl chloride and pyrrolidine, the expected product is obtained according to the procedure described in Example 3. Reactants: [Cl-].[NH4+] (amonium chloride), [Mg] (magnesium), Grignard reagent, methyl ester, COC(=O)[C@H]1N(CCCC1)S(NC1=CC(=C(C(=C1)OC)OC)OC)(=O)=O ((S)-1-(3,4,5-Trimethoxy-phenylsulfamoyl)-piperidine-2-carboxylic acid methyl ester), [Br-] (bromide), C1(=CC=CC=C1)CCCCCBr (5-phenylpentylbromide), [Mg] (magnesium). Run in C1CCOC1 (THF), CCOCC (ether). Run at temperature 25 celsius, time 20 hour. Yields the product COC=1C=C(C=C(C1OC)OC)NS(=O)(=O)N1[C@@H](CCCC1)C(CCCCCC1=CC=CC=C1)=O ((S)-2-(6-Phenyl-hexanoyl)- piperidine-1-sulfonic acid (3,4,5-trimethoxy-phenyl)-amide). The yield is 1.0%. As a reaction SMILES: [C:1]1([CH2:7][CH2:8][CH2:9][CH2:10][CH2:11]Br)[CH:6]=[CH:5][CH:4]=[CH:3][CH:2]=1.[Mg].[Br-].C[O:16][C:17]([C@@H:19]1[CH2:24][CH2:23][CH2:22][CH2:21][N:20]1[S:25](=[O:40])(=[O:39])[NH:26][C:27]1[CH:32]=[C:31]([O:33][CH3:34])[C:30]([O:35][CH3:36])=[C:29]([O:37][CH3:38])[CH:28]=1)=O.[Cl-].[NH4+]>CCOCC.C1COCC1>[CH3:38][O:37][C:29]1[CH:28]=[C:27]([NH:26][S:25]([N:20]2[CH2:21][CH2:22][CH2:23][CH2:24][C@H:19]2[C:17](=[O:16])[CH2:11][CH2:10][CH2:9][CH2:8][CH2:7][C:1]2[CH:6]=[CH:5][CH:4]=[CH:3][CH:2]=2)(=[O:40])=[O:39])[CH:32]=[C:31]([O:33][CH3:34])[C:30]=1[O:35][CH3:36] |f:4.5|. Procedure: At 40° C., 5-phenylpentylbromide solution (1.15 g, 5 mmol) in ether (5 mL) was slowly added to magnesium turnings with vigorous agitation under Argon. The exothermic reaction was initialized after addition of one quarter of the bromide solution. Once the addition was completed, the suspension was heated at reflux for 30 minutes and most of magnesium was dissolved. The resulted 1M Grignard reagent was cooled to −70° C. and added the methyl ester (compound 90, 100 mg, 0.25 mmol) in THF solution (2...